From a dataset of the Open Reaction Database (ORD), a public repository of structured organic reaction records. describe an organic reaction: reactants, conditions, products, and yield Yield: 52.4%. RXN SMILES: [Cl:1][C:2]1[CH:10]=[CH:9][C:5]([C:6]([CH3:8])=[CH2:7])=[CH:4][CH:3]=1.ClC1C=CC=C(C(OO)=[O:19])C=1>C(Cl)(Cl)Cl>[Cl:1][C:2]1[CH:10]=[CH:9][C:5]([C:6]2([CH3:8])[CH2:7][O:19]2)=[CH:4][CH:3]=1. The solvent is C(Cl)(Cl)Cl (chloroform). Reported procedure: To a stirred and cooled solution (0°-5° C.) of 4-chloro-α-methylstyrene (15.2g) in chloroform (350 mL), add m-chloroperbenzoic acid (21.6 g). Stir the reaction mixture for 1 hr by which time all starting material will haye reacted to give virtually a single product. Remove the m-chlorobenzoic acid formed by washing chloroform solution with aqueous NaHCO3 followed by water (150 mL). Dry the chloroform solution (Na2SO4) and evaporate to dryness to provide a colorless oil. Distill the oil in vacuo ... The reactants are ClC1=CC=C(C(=C)C)C=C1 (4-chloro-α-methylstyrene), ClC1=CC(=CC=C1)C(=O)OO (m-chloroperbenzoic acid). The product is ClC1=CC=C(C=C1)C1(OC1)C (2-(4-CHLOROPHENYL)-2-METHYLOXIRANE). The reactants are three, COC(=O)C=1N=COC1C1=C(C=C(C=C1)F)F (5-(2,4-Difluoro-phenyl)-oxazole-4-carboxylic acid methyl ester), 2, Cl (hydrogen chloride). Run in CO (methanol), CO (methanol). Run at temperature 60 celsius. Product: Cl.COC(C(C(=O)C1=C(C=C(C=C1)F)F)N)=O (2-Amino-3-(2,4-difluoro-phenyl)-3-oxo-propionic acid methyl ester, hydrochloride). Reaction SMILES: [CH3:1][O:2][C:3]([C:5]1[N:6]=C[O:8][C:9]=1[C:10]1[CH:15]=[CH:14][C:13]([F:16])=[CH:12][C:11]=1[F:17])=[O:4].[ClH:18]>CO>[ClH:18].[CH3:1][O:2][C:3](=[O:4])[CH:5]([NH2:6])[C:9]([C:10]1[CH:15]=[CH:14][C:13]([F:16])=[CH:12][C:11]=1[F:17])=[O:8] |f:3.4|. Procedure: To a 1 liter three neck round bottom flash equipped with mechanical stirrer and reflux condensor is added 5-(2,4-Difluoro-phenyl)-oxazole-4-carboxylic acid methyl ester (30.66 g, 128 mmole), 200 mL of 2 normal hydrogen chloride in methanol, and 200 mL of dry methanol under nitrogen. The mixture is stirred and heated to 60° C. for three hours. The reaction is cooled and concentrated to a thick slurry. The slurry is treated with 100 mls of dry methanol and 400 mL of diethyl ether to precipitate so... Starting materials: COC1=CC=C2CCC(C2=C1)=O (6-methoxy-1-indanone), O (water), [H-].[Na+] (sodium hydride), C(#N)CP(OCC)(OCC)=O (diethyl cyanomethylphosphonate). The solvent is C(C)(=O)OCC.CCCCCC (ethyl acetate hexane), O1CCCC1 (tetrahydrofuran), O1CCCC1 (tetrahydrofuran). Run at time 15 minute. The product is COC1=CC=C2CC/C(/C2=C1)=C\C#N ((E)-(6-methoxyindan-1-ylidene)acetonitrile). The yield is 52.5%. Reaction SMILES: [H-].[Na+].[C:3]([CH2:5]P(=O)(OCC)OCC)#[N:4].[CH3:14][O:15][C:16]1[CH:24]=[C:23]2[C:19]([CH2:20][CH2:21][C:22]2=O)=[CH:18][CH:17]=1.O>O1CCCC1.C(OCC)(=O)C.CCCCCC>[CH3:14][O:15][C:16]1[CH:24]=[C:23]2[C:19]([CH2:20][CH2:21]/[C:22]/2=[CH:5]\[C:3]#[N:4])=[CH:18][CH:17]=1 |f:0.1,6.7|. Reported procedure: To a suspension of 60% sodium hydride (2.71 g, 67.9 mmol.) in tetrahydrofuran (150 ml) was added dropwise, under ice-cooling, diethyl cyanomethylphosphonate (11.5 g, 64.8 mmol.). The mixture was stirred for 15 minutes. To the reaction mixture was added dropwise a solution of 6-methoxy-1-indanone (10.0 g, 61.7 mmol.) in tetrahydrofuran (30 ml). The reaction mixture was stirred for 30 minutes at room temperature, which was poured into water, and then the organic substance was extracted with ethyl ... Reactants: CCO, Cn1c(O)nc(-c2ccncc2)c(N)c1=O, O=P(Cl)(Cl)Cl. Yields the product Cn1c(Cl)nc(-c2ccncc2)c(N)c1=O. As a reaction SMILES: [CH3:22][CH2:23][OH:24].[NH2:1][c:2]1[c:3](=[O:16])[n:4]([CH3:15])[c:5]([OH:14])[n:6][c:7]1-[c:8]1[cH:9][cH:10][n:11][cH:12][cH:13]1.[P:17]([Cl:18])([Cl:19])([Cl:20])=[O:21]>>[NH2:1][c:2]1[c:3](=[O:16])[n:4]([CH3:15])[c:5]([Cl:19])[n:6][c:7]1-[c:8]1[cH:9][cH:10][n:11][cH:12][cH:13]1.